Task: describe an organic reaction: reactants, conditions, products, and yield. Dataset: the Open Reaction Database (ORD), a public repository of structured organic reaction records The reactants are BrC1=CC=C2C=CC(=NC2=C1F)C (7-bromo-8-fluoro-2-methylquinoline), [Br-].C1(CC1)[Zn+] (cyclopropylzinc(II) bromide), C(C)(=O)OCC (ethyl acetate), O (water). The reagents and catalysts are C=1C=CC(=CC1)[P](C=2C=CC=CC2)(C=3C=CC=CC3)[Pd]([P](C=4C=CC=CC4)(C=5C=CC=CC5)C=6C=CC=CC6)([P](C=7C=CC=CC7)(C=8C=CC=CC8)C=9C=CC=CC9)[P](C=1C=CC=CC1)(C=1C=CC=CC1)C=1C=CC=CC1 (Pd(PPh3)4). The solvent is C1CCOC1 (THF). Product: C1(CC1)C1=CC=C2C=CC(=NC2=C1F)C (7-cyclopropyl-8-fluoro-2-methylquinoline). Isolated yield 78.9%. RXN SMILES: Br[C:2]1[C:11]([F:12])=[C:10]2[C:5]([CH:6]=[CH:7][C:8]([CH3:13])=[N:9]2)=[CH:4][CH:3]=1.[Br-].[CH:15]1([Zn+])[CH2:17][CH2:16]1.C(OCC)(=O)C.O>C1COCC1.C1C=CC([P]([Pd]([P](C2C=CC=CC=2)(C2C=CC=CC=2)C2C=CC=CC=2)([P](C2C=CC=CC=2)(C2C=CC=CC=2)C2C=CC=CC=2)[P](C2C=CC=CC=2)(C2C=CC=CC=2)C2C=CC=CC=2)(C2C=CC=CC=2)C2C=CC=CC=2)=CC=1>[CH:15]1([C:2]2[C:11]([F:12])=[C:10]3[C:5]([CH:6]=[CH:7][C:8]([CH3:13])=[N:9]3)=[CH:4][CH:3]=2)[CH2:17][CH2:16]1 |f:1.2,^1:34,36,55,74|. Procedure: A solution of 7-bromo-8-fluoro-2-methylquinoline (0.15 g, 0.63 mmol), Pd(PPh3)4 (0.072 g, 0.063 mmol) and 0.5 M cyclopropylzinc(II) bromide (2.50 ml, 1.25 mmol) in THF was stirred at reflux for 12 hours. After cooling to ambient temperature, ethyl acetate (20 mL) and water (5 mL) were added. The organic layer was separated, washed with brine, dried (sodium sulfate), filtered and concentrated under reduced pressure. The residue was purified by flash chromatography on silica gel (hexane/ethyl acet... Starting materials: [OH-].[Na+] (sodium hydroxide), Cl (hydrochloric acid), CC(C)([O-])C.[Na+] (Sodium tert-butoxide), ClC1=C(C=CC(=C1)S(=O)(=O)C)NC1=C(C=CC(=C1)F)O (2-{[2-Chloro-4-(methylsulfonyl)phenyl]amino}-4-fluorophenol), BrCC(=O)OCC (Ethyl bromoacetate). Run in C1CCOC1 (THF). Reaction conditions: time 5 minute. Yields the product ClC1=C(C=CC(=C1)S(=O)(=O)C)NC1=C(OCC(=O)O)C=CC(=C1)F ((2-{[2-Chloro-4-(methylsulfonyl)phenyl]amino}-4-fluorophenoxy)acetic acid). Reaction SMILES: CC(C)([O-])C.[Na+].[Cl:7][C:8]1[CH:13]=[C:12]([S:14]([CH3:17])(=[O:16])=[O:15])[CH:11]=[CH:10][C:9]=1[NH:18][C:19]1[CH:24]=[C:23]([F:25])[CH:22]=[CH:21][C:20]=1[OH:26].Br[CH2:28][C:29]([O:31]CC)=[O:30].[OH-].[Na+].Cl>C1COCC1>[Cl:7][C:8]1[CH:13]=[C:12]([S:14]([CH3:17])(=[O:16])=[O:15])[CH:11]=[CH:10][C:9]=1[NH:18][C:19]1[CH:24]=[C:23]([F:25])[CH:22]=[CH:21][C:20]=1[O:26][CH2:28][C:29]([OH:31])=[O:30] |f:0.1,4.5|. Procedure: Sodium tert-butoxide (0.073 g) was added to a solution of the product from step (ii) (0.2 g) in THF (10 ml) and stirred at RT for 5 min. Ethyl bromoacetate (0.078 ml) was added, the mixture stirred for 1 h before adding 2M sodium hydroxide solution (2 ml). After 3 h, 2M hydrochloric acid was added and the mixture extracted with ethyl acetate. The organics were washed with brine, dried and evaporated under reduced pressure. The residue was purified by RPHPLC, yield 0.11 g. Reactants: C=CCC(CCCC)C(O)CC(=O)OC, CO, [K+], [OH-]. The product is C=CCC(CCCC)C(O)CC(=O)O. Reaction SMILES: [CH2:1]([CH:2]=[CH2:3])[CH:4]([CH:5]([CH2:6][C:7](=[O:8])[O:9][CH3:10])[OH:11])[CH2:12][CH2:13][CH2:14][CH3:15].[CH3:16][OH:17].[K+:19].[OH-:18]>>[CH2:1]([CH:2]=[CH2:3])[CH:4]([CH:5]([CH2:6][C:7](=[O:8])[OH:9])[OH:11])[CH2:12][CH2:13][CH2:14][CH3:15]. Starting materials: FN(C1(CN(CC(CN(C1)[N+](=O)[O-])([N+](=O)[O-])[N+](=O)[O-])[N+](=O)[O-])N(F)F)F (3,3-bis(difluoramino)octahydro -1,5,7,7-tetranitro-1,5-diazocine), [N+](=O)([O-])C1(CN(CC(CN(C1)S(=O)(=O)C1=C(C=CC=C1)[N+](=O)[O-])=O)S(=O)(=O)C1=C(C=CC=C1)[N+](=O)[O-])[N+](=O)[O-] (hexahydro-7,7-dinitro-1,5-bis(nitrobenzenesulfonyl)-1,5-diazocin-3(2H)-one), N(F)F (difluoramine). The product is FN(C1(CN(CC(CN(C1)S(=O)(=O)C1=C(C=CC=C1)[N+](=O)[O-])([N+](=O)[O-])[N+](=O)[O-])S(=O)(=O)C1=C(C=CC=C1)[N+](=O)[O-])N(F)F)F (3,3-bis(difluoramino)octahydro-7,7-dinitro-1,5-bis(nitrobenzenesulfonyl)-1,5-diazocine). As a reaction SMILES: [F:1][N:2]([F:26])C1(N(F)F)CN([N+]([O-])=O)CC([N+]([O-])=O)([N+]([O-])=O)CN([N+]([O-])=O)C1.[N+:27]([C:30]1([N+:63]([O-:65])=[O:64])[CH2:37][N:36]([S:38]([C:41]2[CH:46]=[CH:45][CH:44]=[CH:43][C:42]=2[N+:47]([O-:49])=[O:48])(=[O:40])=[O:39])[CH2:35][C:34](=O)[CH2:33][N:32]([S:51]([C:54]2[CH:59]=[CH:58][CH:57]=[CH:56][C:55]=2[N+:60]([O-:62])=[O:61])(=[O:53])=[O:52])[CH2:31]1)([O-:29])=[O:28].[NH:66]([F:68])[F:67]>>[F:1][N:2]([F:26])[C:34]1([N:66]([F:68])[F:67])[CH2:35][N:36]([S:38]([C:41]2[CH:46]=[CH:45][CH:44]=[CH:43][C:42]=2[N+:47]([O-:49])=[O:48])(=[O:40])=[O:39])[CH2:37][C:30]([N+:63]([O-:65])=[O:64])([N+:27]([O-:29])=[O:28])[CH2:31][N:32]([S:51]([C:54]2[CH:59]=[CH:58][CH:57]=[CH:56][C:55]=2[N+:60]([O-:62])=[O:61])(=[O:53])=[O:52])[CH2:33]1. Procedure: In a preferred embodiment of the present invention, the method of making a 3,3-bis(difluoramino)octahydro -1,5,7,7-tetranitro-1,5-diazocine comprises reacting a hexahydro-7,7-dinitro-1,5-bis(nitrobenzenesulfonyl)-1,5-diazocin-3(2H)-one with a difluoramine source to produce a 3,3-bis(difluoramino)octahydro-7,7-dinitro-1,5-bis(nitrobenzenesulfonyl)-1,5-diazocine and reacting said 3,3-bis(difluoramino)octahydro-7,7-dinitro-1,5-bis(nitrobenzenesulfonyl)-1,5-diazocine with a highly reactive nitrating... Reactants: C1CCOC1, CN(C)C1(C#N)CCC2(CC1)OCCO2, [Cl-], [Cl-], [NH4+], O, [Mg+]CCc1ccccc1. Product: Cl, CN(C)C1(CCc2ccccc2)CCC2(CC1)OCCO2. As a reaction SMILES: [CH2:29]1[O:30][CH2:31][CH2:32][CH2:33]1.[CH3:11][N:12]([C:13]1([C:23]#[N:24])[CH2:14][CH2:15][C:16]2([O:17][CH2:18][CH2:19][O:20]2)[CH2:21][CH2:22]1)[CH3:25].[Cl-:1].[Cl-:26].[NH4+:27].[OH2:28].[c:2]1([CH2:8][CH2:9][Mg+:10])[cH:3][cH:4][cH:5][cH:6][cH:7]1>>[ClH:1].[c:2]1([CH2:8][CH2:23][C:13]2([N:12]([CH3:11])[CH3:25])[CH2:14][CH2:15][C:16]3([O:17][CH2:18][CH2:19][O:20]3)[CH2:21][CH2:22]2)[cH:3][cH:4][cH:5][cH:6][cH:7]1. Starting materials: O=[N+]([O-])c1ccc(Oc2ccc(C(F)(F)F)cc2Cl)cc1SCc1ccccc1, CCO, [Na+], [O-]P(O)O. The product is Nc1ccc(Oc2ccc(C(F)(F)F)cc2Cl)cc1SCc1ccccc1. RXN SMILES: [CH2:1]([c:2]1[cH:3][cH:4][cH:5][cH:6][cH:7]1)[S:8][c:9]1[c:10]([N+:27]([O-:28])=[O:29])[cH:11][cH:12][c:13]([O:15][c:16]2[c:17]([Cl:26])[cH:18][c:19]([C:22]([F:23])([F:24])[F:25])[cH:20][cH:21]2)[cH:14]1.[CH3:35][CH2:36][OH:37].[Na+:34].[P:30]([O-:31])([OH:32])[OH:33]>>[CH2:1]([c:2]1[cH:3][cH:4][cH:5][cH:6][cH:7]1)[S:8][c:9]1[c:10]([NH2:27])[cH:11][cH:12][c:13]([O:15][c:16]2[c:17]([Cl:26])[cH:18][c:19]([C:22]([F:23])([F:24])[F:25])[cH:20][cH:21]2)[cH:14]1. Yields the product Cc1nc(Cl)c(F)c(N2CCN(C)CC2C)n1. Reaction SMILES: [CH3:3][N:4]1[CH2:5][CH:6]([CH3:10])[NH:7][CH2:8][CH2:9]1.[CH:11]([N:12]([CH2:13][CH3:14])[CH:15]([CH3:16])[CH3:17])([CH3:18])[CH3:19].[Cl:20][c:21]1[n:22][c:23]([CH3:29])[n:24][c:25]([Cl:28])[c:26]1[F:27].[Cl:30][CH2:31][Cl:32].[ClH:1].[ClH:2]>>[CH3:3][N:4]1[CH2:5][CH:6]([CH3:10])[N:7]([c:25]2[n:24][c:23]([CH3:29])[n:22][c:21]([Cl:20])[c:26]2[F:27])[CH2:8][CH2:9]1. The reactants are CC1CN(C)CCN1, CCN(C(C)C)C(C)C, Cc1nc(Cl)c(F)c(Cl)n1, ClCCl, Cl, Cl. Starting materials: C(C=C)OC(CC#N)=O (cyanoacetic acid allyl ester), [H-].[Na+] (sodium hydride), C([O-])(O)=O.[Na+] (sodium bicarbonate), C(C)N=C=S (ethyl isothiocyanate), BrCC(=O)Cl (bromoacetyl chloride). Solvent: CN(C=O)C (dimethylformamide), CN(C=O)C (dimethylformamide), CN(C=O)C (dimethylformamide), CN(C=O)C (dimethylformamide). Conditions: temperature 0 celsius. Product: C(C=C)OC(C(=C1SCC(N1CC)=O)C#N)=O (Cyano-(3-ethyl-4-oxo-thiazolidin-2-ylidene)-acetic acid allyl ester). As a reaction SMILES: [CH2:1]([O:4][C:5](=[O:9])[CH2:6][C:7]#[N:8])[CH:2]=[CH2:3].[H-].[Na+].[CH2:12]([N:14]=[C:15]=[S:16])[CH3:13].Br[CH2:18][C:19](Cl)=O.C(=O)(O)[O-:23].[Na+]>CN(C)C=O>[CH2:1]([O:4][C:5](=[O:9])[C:6]([C:7]#[N:8])=[C:15]1[N:14]([CH2:18][CH3:19])[C:12](=[O:23])[CH2:13][S:16]1)[CH:2]=[CH2:3] |f:1.2,5.6|. Procedure details: A solution of 37.6 ml of cyanoacetic acid allyl ester in 60 ml of dimethylformamide is added to a suspension of 12.8 g of sodium hydride (60%) in 200 ml of dimethylformamide at 0° C. It is stirred for 10 more minutes at 0° C., and then a solution of 28.0 ml of ethyl isothiocyanate in 60 ml of dimethylformamide is added. It is then stirred for 2 more hours at 25° C. Then, a solution of 32 ml of bromoacetyl chloride in 60 ml of dimethylformamide is added at 0° C., and it is stirred for 15 more hou... Starting materials: FC=1C=C(C(C(=O)O)=CC1F)N (4,5-difluoroanthranilic acid), O=CC(Cl)(Cl)Cl (chloral), S(O)(O)(=O)=O (sulfuric acid), FC=1C=C(N)C=CC1F (3,4-difluoroaniline), Cl.NO (hydroxylamine hydrochloride). The product is FC=1C=C2C(C(NC2=CC1F)=O)=O (5,6-difluoroisatin). RXN SMILES: [F:1][C:2]1[CH:3]=[C:4]([NH2:12])[C:5](=[CH:9][C:10]=1[F:11])[C:6]([OH:8])=O.FC1C=C(C=CC=1F)N.Cl.NO.[O:25]=[CH:26]C(Cl)(Cl)Cl.S(=O)(=O)(O)O>>[F:11][C:10]1[CH:9]=[C:5]2[C:4](=[CH:3][C:2]=1[F:1])[NH:12][C:26](=[O:25])[C:6]2=[O:8] |f:2.3|. Procedure details: U.S. Pat. No. 4,833,270 also relates to the synthesis of 4,5-difluoroanthranilic acid by, first, reacting 3,4-difluoroaniline with hydroxylamine hydrochloride in the presence of chloral. The resulting intermediate is then cyclyzed using sulfuric acid to form 5,6-difluoroisatin. The 4,5-difluoroanthranilic acid is produced by oxidation of the aforementioned isatin with hydrogen peroxide. As before, however, 3,4-difluoroaniline is expensive and difficult to obtain.